This data is from the Open Reaction Database (ORD), a public repository of structured organic reaction records. The task is: describe an organic reaction: reactants, conditions, products, and yield The reactants are O=C([O-])[O-], CN(C)CC1CCc2cc(O)ccc2C1, ClCc1ccc2ccccc2n1, Cl, [K+], [K+], CN(C)C=O, O. Product: CN(C)CC1CCc2cc(OCc3ccc4ccccc4n3)ccc2C1, Cl, Cl. Reaction SMILES: [C:29](=[O:30])([O-:31])[O-:32].[CH3:1][N:2]([CH3:3])[CH2:4][CH:5]1[CH2:6][c:7]2[cH:8][cH:9][c:10]([OH:15])[cH:11][c:12]2[CH2:13][CH2:14]1.[Cl:17][CH2:18][c:19]1[n:20][c:21]2[cH:22][cH:23][cH:24][cH:25][c:26]2[cH:27][cH:28]1.[ClH:16].[K+:33].[K+:34].[O:35]=[CH:36][N:37]([CH3:38])[CH3:39].[OH2:40]>>[CH3:1][N:2]([CH3:3])[CH2:4][CH:5]1[CH2:6][c:7]2[cH:8][cH:9][c:10]([O:15][CH2:18][c:19]3[n:20][c:21]4[cH:22][cH:23][cH:24][cH:25][c:26]4[cH:27][cH:28]3)[cH:11][c:12]2[CH2:13][CH2:14]1.[ClH:16].[ClH:17]. The reactants are COC=1C=C(C=CC1OC)C1=NOC(C1)CCC=O (3-[3-(3,4-Dimethoxyphenyl)-4,5-dihydroisoxazol-5-yl]propanal), Cl.COC1=C(C=CC=C1)N1CCNCC1 (1-(2-methoxyphenyl)piperazine hydrochloride), [BH-](OC(=O)C)(OC(=O)C)OC(=O)C.[Na+] (NaBH(OAc)3), C(C)(C)N(CC)C(C)C (diisopropylethylamine). Solvent: C(Cl)Cl (methylene chloride). Yields the product COC=1C=C(C=CC1OC)C1=NOC(C1)CCCN1CCN(CC1)C1=C(C=CC=C1)OC (1-{3-[3-(3,4-dimethoxyphenyl)-4,5-dihydroisoxazol-5-yl]propyl}-4-(2-methoxyphenyl)piperazine). The yield is 59.4%. As a reaction SMILES: [CH3:1][O:2][C:3]1[CH:4]=[C:5]([C:11]2[CH2:15][CH:14]([CH2:16][CH2:17][CH:18]=O)[O:13][N:12]=2)[CH:6]=[CH:7][C:8]=1[O:9][CH3:10].Cl.[CH3:21][O:22][C:23]1[CH:28]=[CH:27][CH:26]=[CH:25][C:24]=1[N:29]1[CH2:34][CH2:33][NH:32][CH2:31][CH2:30]1.[BH-](OC(C)=O)(OC(C)=O)OC(C)=O.[Na+].C(N(C(C)C)CC)(C)C>C(Cl)Cl>[CH3:1][O:2][C:3]1[CH:4]=[C:5]([C:11]2[CH2:15][CH:14]([CH2:16][CH2:17][CH2:18][N:32]3[CH2:31][CH2:30][N:29]([C:24]4[CH:25]=[CH:26][CH:27]=[CH:28][C:23]=4[O:22][CH3:21])[CH2:34][CH2:33]3)[O:13][N:12]=2)[CH:6]=[CH:7][C:8]=1[O:9][CH3:10] |f:1.2,3.4|. Procedure details: 3-[3-(3,4-Dimethoxyphenyl)-4,5-dihydroisoxazol-5-yl]propanal (25.8 mg, 0.096 mmol), 1-(2-methoxyphenyl)piperazine hydrochloride (20.0 mg, 0.087 mmol), molecular sieve (5 beads), NaBH(OAc)3 (55.5 mg, 0.262 mmol) and diisopropylethylamine (26.9 L, 0.087 mmol) were reacted in 3 mL of methylene chloride for about 12 hr. With the following processes the same as in Example 1, 22.7 mg (60.0%) of the target compound was obtained. Yields the product ClCCC(=O)N1C2=C(NC(C3=C1C=CC=C3)=O)C=CC=N2 (11-(3-chloropropionyl)-5,11-dihydro-6H-pyrido-[2,3-b][1,4]-benzodiazepine-6-one). Reported procedure: Equimolar amounts of 3-chloropropionyl chloride and 5,11-dihydro-6H-pyrido-[2,3-b][1,4]-benzodiazepine-6-one in solution in dioxane were reacted to obtain 11-(3-chloropropionyl)-5,11-dihydro-6H-pyrido-[2,3-b][1,4]-benzodiazepine-6-one which melted at 216°-218° C. with decomposition. RXN SMILES: [Cl:1][CH2:2][CH2:3][C:4](Cl)=[O:5].[N:7]1[C:12]2[NH:13][C:14]3[CH:22]=[CH:21][CH:20]=[CH:19][C:15]=3[C:16](=[O:18])[NH:17][C:11]=2[CH:10]=[CH:9][CH:8]=1>O1CCOCC1>[Cl:1][CH2:2][CH2:3][C:4]([N:13]1[C:14]2[CH:22]=[CH:21][CH:20]=[CH:19][C:15]=2[C:16](=[O:18])[NH:17][C:11]2[CH:10]=[CH:9][CH:8]=[N:7][C:12]1=2)=[O:5]. Run in O1CCOCC1 (dioxane). Starting materials: ClCCC(=O)Cl (3-chloropropionyl chloride), N1=CC=CC2=C1NC1=C(C(N2)=O)C=CC=C1 (5,11-dihydro-6H-pyrido-[2,3-b][1,4]-benzodiazepine-6-one). Yield: 91.0%. Reactants: ClCC#N (chloroacetonitrile), [I-].[Na+] (sodium iodide), C([O-])([O-])=O.[K+].[K+] (potassium carbonate), ice water, O(C1=CC=CC=C1)C1=CC=C(C=C1)C1CCNCC1 (4-(4-phenoxyphenyl)piperidine). The solvent is CN(C=O)C (dimethylformamide). Procedure: To an 8 ml dimethylformamide solution of 300 mg of the compound (4) synthesized in Reference Example 4 were added 93 mg of chloroacetonitrile, 355 mg of sodium iodide, and 196 mg of potassium carbonate. This was then heated at reflux for 2 hours. To the reaction was added 10 ml of ice water, then extraction was performed with ethyl acetate. The extract was dried, filtered, then concentrated under reduced pressure to obtain a residue which was then purified by silica gel column chromatography (me... Product: C(#N)CN1CCC(CC1)C1=CC=C(C=C1)OC1=CC=CC=C1 (1-cyanomethyl-4-(4-phenoxyphenyl)piperidine). Reaction SMILES: [O:1]([C:8]1[CH:13]=[CH:12][C:11]([CH:14]2[CH2:19][CH2:18][NH:17][CH2:16][CH2:15]2)=[CH:10][CH:9]=1)[C:2]1[CH:7]=[CH:6][CH:5]=[CH:4][CH:3]=1.Cl[CH2:21][C:22]#[N:23].[I-].[Na+].C(=O)([O-])[O-].[K+].[K+]>CN(C)C=O>[C:22]([CH2:21][N:17]1[CH2:18][CH2:19][CH:14]([C:11]2[CH:12]=[CH:13][C:8]([O:1][C:2]3[CH:3]=[CH:4][CH:5]=[CH:6][CH:7]=3)=[CH:9][CH:10]=2)[CH2:15][CH2:16]1)#[N:23] |f:2.3,4.5.6|. RXN SMILES: [Cl:1][c:2]1[n:3][cH:4][cH:5][c:6]2[cH:7][c:8]([O:13][CH3:14])[c:9]([CH3:12])[cH:10][c:11]12.[K+:23].[Na+:25].[OH-:22].[OH-:24].[OH:15][c:16]1[cH:17][cH:18][cH:19][cH:20][cH:21]1.[c:26]1([CH3:27])[c:28]([CH3:29])[cH:30][cH:31][cH:32][cH:33]1>>[c:2]1([O:15][c:16]2[cH:17][cH:18][cH:19][cH:20][cH:21]2)[n:3][cH:4][cH:5][c:6]2[cH:7][c:8]([O:13][CH3:14])[c:9]([CH3:12])[cH:10][c:11]12. Reactants: COc1cc2ccnc(Cl)c2cc1C, [K+], [Na+], [OH-], [OH-], Oc1ccccc1, Cc1ccccc1C. Product: COc1cc2ccnc(Oc3ccccc3)c2cc1C. Starting materials: O1C2C(OC3=C(C21)C=C(C=C3)C)(C)C (3,4-epoxy-3,4-dihydro-2,2,6-trimethyl-2H-1-benzopyran), N (ammonia). Solvent: C(C)O (ethanol). Product: N[C@H]1[C@@H](C(OC2=C1C=C(C=C2)C)(C)C)O (trans-4-Amino-3,4-dihydro-2,2,6-trimethyl-2H-1-benzopyran-3-ol). RXN SMILES: [O:1]1[CH:7]2[CH:2]1[C:3]([CH3:14])([CH3:13])[O:4][C:5]1[CH:11]=[CH:10][C:9]([CH3:12])=[CH:8][C:6]=12.[NH3:15]>C(O)C>[NH2:15][C@@H:7]1[C:6]2[CH:8]=[C:9]([CH3:12])[CH:10]=[CH:11][C:5]=2[O:4][C:3]([CH3:14])([CH3:13])[C@H:2]1[OH:1]. Procedure: A solution of 3,4-epoxy-3,4-dihydro-2,2,6-trimethyl-2H-1-benzopyran (7 g, see J. Med. Chem. 26, 1582, 1983) in concentrated ammonia solution (90 ml) and ethanol (160 ml) was stirred at room temperature for 5 days. Evaporation of solvent gave the title compound (7 g) as a crude solid which was used directly, without purification. Yields the product CC(C)(C)OC(=O)NC1(C(=O)NC(C#N)Cc2ccc(-c3ccc(OS(C)(=O)=O)cc3)cc2)CCOCC1. Reaction SMILES: [CH3:1][S:2](=[O:3])(=[O:4])[O:5][c:6]1[cH:7][cH:8][c:9](-[c:12]2[cH:13][cH:14][c:15]([CH2:18][CH:19]([C:20](=[O:21])[NH2:22])[NH:23][C:24](=[O:25])[C:26]3([NH:32][C:33](=[O:34])[O:35][C:36]([CH3:37])([CH3:38])[CH3:39])[CH2:27][CH2:28][O:29][CH2:30][CH2:31]3)[cH:16][cH:17]2)[cH:10][cH:11]1.[Cl:40][CH2:41][Cl:42]>>[CH3:1][S:2](=[O:3])(=[O:4])[O:5][c:6]1[cH:7][cH:8][c:9](-[c:12]2[cH:13][cH:14][c:15]([CH2:18][CH:19]([C:20]#[N:22])[NH:23][C:24](=[O:25])[C:26]3([NH:32][C:33](=[O:34])[O:35][C:36]([CH3:37])([CH3:38])[CH3:39])[CH2:27][CH2:28][O:29][CH2:30][CH2:31]3)[cH:16][cH:17]2)[cH:10][cH:11]1. Reactants: CC(C)(C)OC(=O)NC1(C(=O)NC(Cc2ccc(-c3ccc(OS(C)(=O)=O)cc3)cc2)C(N)=O)CCOCC1, ClCCl. RXN SMILES: [C:7]([CH3:8])([CH3:9])([CH3:10])[O:11][C:12](=[O:13])[N:14]([CH2:15][CH2:16][O:17][c:18]1[cH:19][c:20]([C:21](=[O:22])[OH:23])[cH:24][c:25]([Cl:27])[cH:26]1)[c:28]1[cH:29][cH:30][n:31][cH:32][cH:33]1.[CH3:67][N:68]([c:69]1[cH:70][cH:71][n:72][cH:73][cH:74]1)[CH3:75].[CH:34]([N:35]([CH2:36][CH3:37])[CH:38]([CH3:39])[CH3:40])([CH3:41])[CH3:42].[Cl:1][C:2]([C:3]([Cl:4])=[O:5])=[O:6].[Cl:59][CH2:60][Cl:61].[F:43][c:44]1[c:45]([NH:50][CH2:51][CH2:52][CH2:53][n:54]2[n:55][cH:56][n:57][n:58]2)[cH:46][cH:47][cH:48][cH:49]1.[O:62]=[CH:63][N:64]([CH3:65])[CH3:66]>>[C:7]([CH3:8])([CH3:9])([CH3:10])[O:11][C:12](=[O:13])[N:14]([CH2:15][CH2:16][O:17][c:18]1[cH:19][c:20]([C:21](=[O:23])[N:50]([c:45]2[c:44]([F:43])[cH:49][cH:48][cH:47][cH:46]2)[CH2:51][CH2:52][CH2:53][n:54]2[n:55][cH:56][n:57][n:58]2)[cH:24][c:25]([Cl:27])[cH:26]1)[c:28]1[cH:29][cH:30][n:31][cH:32][cH:33]1. Yields the product CC(C)(C)OC(=O)N(CCOc1cc(Cl)cc(C(=O)N(CCCn2ncnn2)c2ccccc2F)c1)c1ccncc1. Reactants: CC(C)(C)OC(=O)N(CCOc1cc(Cl)cc(C(=O)O)c1)c1ccncc1, CN(C)c1ccncc1, CCN(C(C)C)C(C)C, O=C(Cl)C(=O)Cl, ClCCl, Fc1ccccc1NCCCn1ncnn1, CN(C)C=O. Reactants: CON=Cc1ccc([N+](=O)[O-])c(O)c1, CN(C)C=O, CN(C)c1ccncc1, CCOCC, CC(C)[Si](Cl)(C(C)C)C(C)C, c1c[nH]cn1. Product: CON=Cc1ccc([N+](=O)[O-])c(O[Si](C(C)C)(C(C)C)C(C)C)c1. RXN SMILES: [CH3:1][O:2][N:3]=[CH:4][c:5]1[cH:6][c:7]([OH:14])[c:8]([N+:11](=[O:12])[O-:13])[cH:9][cH:10]1.[CH3:31][N:32]([CH3:33])[CH:34]=[O:35].[CH3:36][N:37]([CH3:38])[c:39]1[cH:40][cH:41][n:42][cH:43][cH:44]1.[CH3:45][CH2:46][O:47][CH2:48][CH3:49].[CH:20]([CH3:21])([CH3:22])[Si:23]([CH:24]([CH3:25])[CH3:26])([CH:27]([CH3:28])[CH3:29])[Cl:30].[nH:15]1[cH:16][cH:17][n:18][cH:19]1>>[CH3:1][O:2][N:3]=[CH:4][c:5]1[cH:6][c:7]([O:14][Si:23]([CH:20]([CH3:21])[CH3:22])([CH:24]([CH3:25])[CH3:26])[CH:27]([CH3:28])[CH3:29])[c:8]([N+:11](=[O:12])[O-:13])[cH:9][cH:10]1.